From a dataset of the Open Reaction Database (ORD), a public repository of structured organic reaction records. describe an organic reaction: reactants, conditions, products, and yield Reactants: S1C(=NC=C1)C1=NC2=C(C(=CC=C2C(=C1)OC1CN2C(CCCCCCC=CC3CC3(NC(C2C1)=O)C(=O)O)=O)OC)C (18-[2-(thiazol-2-yl)-7-methoxy-8-methylquinolin-4-yloxy]-2,15-dioxo-3,16-diazatricyclo[14.3.0.04,6]nonadec-7-ene-4-carboxylic acid), C(C)(C)C=1N=C(SC1)C1=NC2=CC(=CC=C2C(=C1)OC1CN2C(CCCCCCC=CC3CC3(NC(C2C1)=O)C(=O)NS(=O)(=O)C1CC1)=O)OC (N-[[18-[2-[4-(isopropyl)thiazol-2-yl]-7-methoxyquinolin-4-yloxy]-2,15-dioxo-3,16-diazatricyclo[14.3.0.04,6]nonadec-7-en-4-yl]carbonyl](cyclopropyl)sulfonamide). Yields the product S1C(=NC=C1)C1=NC2=C(C(=CC=C2C(=C1)OC1CN2C(CCCCCCC=CC3CC3(NC(C2C1)=O)C(=O)NS(=O)(=O)C1CC1)=O)OC)C (N-[18-[2-(thiazol-2-yl)-7-methoxy-8-methylquinolin-4-yloxy]-2,15-dioxo-3,16-diazatricyclo[14.3.0.04,6]nonadec-7-ene-4-carbonyl]-(cyclopropyl)sulfonamide). RXN SMILES: [S:1]1[CH:5]=[CH:4][N:3]=[C:2]1[C:6]1[CH:15]=[C:14]([O:16][CH:17]2[CH2:35][CH:34]3[N:19]([C:20](=[O:40])[CH2:21][CH2:22][CH2:23][CH2:24][CH2:25][CH2:26][CH:27]=[CH:28][CH:29]4[C:31]([C:37]([OH:39])=O)([NH:32][C:33]3=[O:36])[CH2:30]4)[CH2:18]2)[C:13]2[C:8](=[C:9]([CH3:43])[C:10]([O:41][CH3:42])=[CH:11][CH:12]=2)[N:7]=1.C(C1N=C(C2C=C(OC3CC4N(C(=O)CCCCCCC=CC5C(C([NH:85][S:86]([CH:89]6[CH2:91][CH2:90]6)(=[O:88])=[O:87])=O)(NC4=O)C5)C3)C3C(=CC(OC)=CC=3)N=2)SC=1)(C)C>>[S:1]1[CH:5]=[CH:4][N:3]=[C:2]1[C:6]1[CH:15]=[C:14]([O:16][CH:17]2[CH2:35][CH:34]3[N:19]([C:20](=[O:40])[CH2:21][CH2:22][CH2:23][CH2:24][CH2:25][CH2:26][CH:27]=[CH:28][CH:29]4[C:31]([C:37]([NH:85][S:86]([CH:89]5[CH2:91][CH2:90]5)(=[O:88])=[O:87])=[O:39])([NH:32][C:33]3=[O:36])[CH2:30]4)[CH2:18]2)[C:13]2[C:8](=[C:9]([CH3:43])[C:10]([O:41][CH3:42])=[CH:11][CH:12]=2)[N:7]=1. Reported procedure: The title compound was prepared from 18-[2-(thiazol-2-yl)-7-methoxy-8-methyl-quinolin-4-yloxy]-2,15-dioxo-3,16-diazatricyclo[14.3.0.04,6]nonadec-7-ene-4-carboxylic acid 25 following the procedure reported for synthesis of N-[[18-[2-[4-(isopropyl)thiazol-2-yl]-7-methoxyquinolin-4-yloxy]-2,15-dioxo-3,16-diazatricyclo-[14.3.0.04,6]nonadec-7-en-4-yl]carbonyl](cyclopropyl)sulfonamide 11: m/z=708 (M+H)+. Reactants: NC(=S)N (Thiourea), C(C)(=O)[O-].[Na+] (sodium acetate), BrCC(=O)C1=CC(=CC=C1)[N+](=O)[O-] (2-bromo-1-(3-nitro-phenyl)-ethanone). Run in C(C)O (ethanol). Reaction conditions: time 8 hour. The product is [N+](=O)([O-])C=1C=C(C=CC1)C=1N=C(SC1)N (4-(3-nitro-phenyl)-thiazol-2-ylamine). As a reaction SMILES: [NH2:1][C:2]([NH2:4])=[S:3].C([O-])(=O)C.[Na+].Br[CH2:11][C:12]([C:14]1[CH:19]=[CH:18][CH:17]=[C:16]([N+:20]([O-:22])=[O:21])[CH:15]=1)=O>C(O)C>[N+:20]([C:16]1[CH:15]=[C:14]([C:12]2[N:1]=[C:2]([NH2:4])[S:3][CH:11]=2)[CH:19]=[CH:18][CH:17]=1)([O-:22])=[O:21] |f:1.2|. Reported procedure: Thiourea (0.31 g, 4.1 mmol) and sodium acetate (0.44 g, 5.3 mmol) were combined in 30 mL of dry ethanol. To this suspension was added 2-bromo-1-(3-nitro-phenyl)-ethanone (1.0 g, 4.1 mmol). Reaction mixture was stirred at room temperature overnight. Reaction mixture was evaporated to dryness to yield 4-(3-nitro-phenyl)-thiazol-2-ylamine, which was used in the next step without any further purification. MS: 222.0 (M+H+). Starting materials: C(CCCCCCCCCCCCCCCCC)(=O)O (stearic acid), C(CC)(=O)OC(CC)=O (propionic anhydride), CP(C1=CC=CC=C1)C (dimethylphenylphosphine). The reagents and catalysts are [C-]#[O+].[C-]#[O+].[C-]#[O+].[C-]#[O+].[ClH+][Rh-][ClH+].[Rh] (chlorodicarbonylrhodium (I) dimer). Reaction conditions: temperature 255 celsius. Yields the product C=CCCCCCCCCCCCCCCC (1-heptadecene). Isolated yield 639.3%. Reaction SMILES: [C:1](O)(=O)[CH2:2][CH2:3][CH2:4][CH2:5][CH2:6][CH2:7][CH2:8][CH2:9][CH2:10][CH2:11][CH2:12][CH2:13][CH2:14][CH2:15][CH2:16][CH2:17]C.C(OC(=O)CC)(=O)CC.CP(C)C1C=CC=CC=1>[C-]#[O+].[C-]#[O+].[C-]#[O+].[C-]#[O+].[ClH+][Rh-][ClH+].[Rh]>[CH2:1]=[CH:2][CH2:3][CH2:4][CH2:5][CH2:6][CH2:7][CH2:8][CH2:9][CH2:10][CH2:11][CH2:12][CH2:13][CH2:14][CH2:15][CH2:16][CH3:17] |f:3.4.5.6.7.8|. Procedure details: In a procedure similar to example 3, a mixture of stearic acid (70.0 g, 0.246 mol), propionic anhydride (16.0 g, 0.123 mol), chlorodicarbonylrhodium (I) dimer (0.48 g, 0.0012 mol), and dimethylphenylphosphine (0.68 g, 0.0049 mol) was heated under reduced pressure (35-45 torr) using an oil bath maintained at 255° C. and the product collected as it distilled from the reactor. The material removed from the reactor was continuously replaced with a mixture of stearic acid and propionic anhydride (4:3... Starting materials: C(C1=CC=CC=C1)N1CCC(=CC1)C1=CC=C(C=C1)C(F)(F)F (1-Benzyl-4-(4-trifluoromethyl-phenyl)-1,2,3,6-tetrahydro-pyridine), ClC(C)OC(=O)Cl (1-chloroethylchloroformate). Solvent: C1CCOC1 (THF), C1CCOC1 (THF). Run at temperature -20 celsius, time 3 hour. Product: FC(C1=CC=C(C=C1)C=1CCNCC1)(F)F (4-(4-trifluoromethyl-phenyl)-1,2,3,6-tetrahydro-pyridine). As a reaction SMILES: C([N:8]1[CH2:13][CH:12]=[C:11]([C:14]2[CH:19]=[CH:18][C:17]([C:20]([F:23])([F:22])[F:21])=[CH:16][CH:15]=2)[CH2:10][CH2:9]1)C1C=CC=CC=1.ClC(OC(Cl)=O)C>C1COCC1>[F:23][C:20]([F:21])([F:22])[C:17]1[CH:16]=[CH:15][C:14]([C:11]2[CH2:12][CH2:13][NH:8][CH2:9][CH:10]=2)=[CH:19][CH:18]=1. Procedure details: 1-Benzyl-4-(4-trifluoromethyl-phenyl)-1,2,3,6-tetrahydro-pyridine was dissolved in THF (10 mL). The reaction was cooled to −20° C. and 1-chloroethylchloroformate (0.5 mL) in THF (2 ml) was added. The reaction was stirred at −10° C. for 3 h and then concentrated. MeOH (10 mL) was added to the crude mixture and refluxed for 2 h. The solvent was removed to provide 4-(4-trifluoromethyl-phenyl)-1,2,3,6-tetrahydro-pyridine (HCl) which was used without further purification. 1H NMR (400 MHz, DMSO-d6) 9.... Starting materials: CC(=O)C (acetone), COC1=CC(=CC=C1)OC (1,3-dimethoxybenzene), resultant mixture, C(CCC)[Li] (n-butyl lithium). The solvent is C1CCOC1 (THF). Reaction conditions: temperature 0 celsius, time 8 hour. The product is COC1=C(C(=CC=C1)OC)C(C)C (1,3-dimethoxy-2-(iso-propyl)benzene). As a reaction SMILES: [CH3:1][O:2][C:3]1[CH:8]=[CH:7][CH:6]=[C:5]([O:9][CH3:10])[CH:4]=1.[CH2:11]([Li])[CH2:12][CH2:13]C.CC(C)=O>C1COCC1>[CH3:1][O:2][C:3]1[CH:8]=[CH:7][CH:6]=[C:5]([O:9][CH3:10])[C:4]=1[CH:12]([CH3:13])[CH3:11]. Procedure: Under a nitrogen atmosphere, 1,3-dimethoxybenzene (33 ml) was dissolved in THF (1l). The solution was cooled in an ice bath then n-butyl lithium (200 ml) was added in a dropwise fashion in over a 45 minute period. The resultant mixture was stirred for 2 hours at a temperature of 10° C. The solution was then cooled to 0° C. and acetone (21 ml) was added in a dropwise fashion. Solution was stirred at room temperature overnight. The reaction mixture was partitioned between ethyl acetate and water. ... The reactants are [Fe] (iron), C(C)(=O)NC1=C(C=C(C=C1)OCC1=CC=CC=C1)[N+](=O)[O-] (1-Acetamido-4-benzyloxy-2-nitrobenzene), CO (methanol). The solvent is C(C)(=O)O (acetic acid), C(C)(=O)O (acetic acid). Yields the product [Fe] (iron), C(C)(=O)NC1=C(C=C(C=C1)OCC1=CC=CC=C1)N (1-acetamido-2-amino-4-benzyloxybenzene). RXN SMILES: [C:1]([NH:4][C:5]1[CH:10]=[CH:9][C:8]([O:11][CH2:12][C:13]2[CH:18]=[CH:17][CH:16]=[CH:15][CH:14]=2)=[CH:7][C:6]=1[N+:19]([O-])=O)(=[O:3])[CH3:2].CO.[Fe:24]>C(O)(=O)C>[Fe:24].[C:1]([NH:4][C:5]1[CH:10]=[CH:9][C:8]([O:11][CH2:12][C:13]2[CH:18]=[CH:17][CH:16]=[CH:15][CH:14]=2)=[CH:7][C:6]=1[NH2:19])(=[O:3])[CH3:2]. Procedure details: 1-Acetamido-4-benzyloxy-2-nitrobenzene is treated with 100 ml. methanol with 1.5 g. iron powder and 1 ml. acetic acid at reflux, followed after one hour with a further addition of 1 ml. of acetic acid and 1.0 g. of iron powder to afford 1-acetamido-2-amino-4-benzyloxybenzene. This latter compound is treated in accordance with the third paragraph of Example I to afford 2-acetamido-5-benzyloxy-1-(3-methoxycarbonyl-2-thioureido)benzene. Reactants: FC1=C(C=C(C=C1)OC)C=1C=CC(=NC1CC(C)(C)C)OCC=1C=C(OCC(=O)OCC)C=CC1 (ethyl 2-(3-(((5-(2-fluoro-5-methoxyphenyl)-6-neopentylpyridin-2-yl)oxy)methyl)phenoxy)acetate), [OH-].[Na+] (sodium hydroxide), Cl (hydrochloric acid). Solvent: C1CCOC1 (THF), CO (methanol). Reaction conditions: temperature 50 celsius, time 30 minute. Yields the product CC(CC1=C(C=CC(=N1)OCC=1C=C(OCC(=O)O)C=CC1)C1=C(C=CC(=C1)OC)F)(C)C ((3-(((6-(2,2-dimethylpropyl)-5-(2-fluoro-5-methoxyphenyl)pyridin-2-yl)oxy)methyl)phenoxy)acetic acid). The yield is 86.9%. Reaction SMILES: [F:1][C:2]1[CH:7]=[CH:6][C:5]([O:8][CH3:9])=[CH:4][C:3]=1[C:10]1[CH:11]=[CH:12][C:13]([O:21][CH2:22][C:23]2[CH:24]=[C:25]([CH:33]=[CH:34][CH:35]=2)[O:26][CH2:27][C:28]([O:30]CC)=[O:29])=[N:14][C:15]=1[CH2:16][C:17]([CH3:20])([CH3:19])[CH3:18].[OH-].[Na+].Cl>C1COCC1.CO>[CH3:18][C:17]([CH3:20])([CH3:19])[CH2:16][C:15]1[N:14]=[C:13]([O:21][CH2:22][C:23]2[CH:24]=[C:25]([CH:33]=[CH:34][CH:35]=2)[O:26][CH2:27][C:28]([OH:30])=[O:29])[CH:12]=[CH:11][C:10]=1[C:3]1[CH:4]=[C:5]([O:8][CH3:9])[CH:6]=[CH:7][C:2]=1[F:1] |f:1.2|. Procedure details: To a solution of ethyl 2-(3-(((5-(2-fluoro-5-methoxyphenyl)-6-neopentylpyridin-2-yl)oxy)methyl)phenoxy)acetate (77 mg) in THF (3.0 mL) and methanol (3.0 mL) was added 1N aqueous sodium hydroxide solution (1.0 mL), and the mixture was stirred at 50° C. for 30 min. To the reaction mixture was added 1N hydrochloric acid (1.0 mL), and the mixture was extracted with ethyl acetate. The extract was washed with saturated brine and dried over anhydrous sodium sulfate. The solvent was evaporated under red... Starting materials: C1CCOC1, [Li]CCCC, CON(C)C(=O)c1cccc(C(F)(F)F)c1, CC(C)NC(C)C, Cc1ccnc(F)c1. Yields the product O=C(Cc1ccnc(F)c1)c1cccc(C(F)(F)F)c1. RXN SMILES: [CH2:37]1[O:38][CH2:39][CH2:40][CH2:41]1.[CH2:8]([Li:9])[CH2:10][CH2:11][CH3:12].[CH3:21][O:22][N:23]([C:24]([c:25]1[cH:26][c:27]([C:31]([F:32])([F:33])[F:34])[cH:28][cH:29][cH:30]1)=[O:35])[CH3:36].[CH:1]([NH:2][CH:3]([CH3:4])[CH3:5])([CH3:6])[CH3:7].[F:13][c:14]1[n:15][cH:16][cH:17][c:18]([CH3:20])[cH:19]1>>[F:13][c:14]1[n:15][cH:16][cH:17][c:18]([CH2:20][C:24]([c:25]2[cH:26][c:27]([C:31]([F:32])([F:33])[F:34])[cH:28][cH:29][cH:30]2)=[O:35])[cH:19]1. Starting materials: CCO, Cl, NO, [Na+], [OH-], O, O=Cc1ccc(-c2ccccn2)cc1. The product is ON=Cc1ccc(-c2ccccn2)cc1. As a reaction SMILES: [CH3:21][CH2:22][OH:23].[ClH:1].[NH2:2][OH:3].[Na+:5].[OH-:4].[OH2:20].[n:6]1[c:7](-[c:12]2[cH:13][cH:14][c:15]([CH:16]=[O:17])[cH:18][cH:19]2)[cH:8][cH:9][cH:10][cH:11]1>>[N:2]([OH:3])=[CH:16][c:15]1[cH:14][cH:13][c:12](-[c:7]2[n:6][cH:11][cH:10][cH:9][cH:8]2)[cH:19][cH:18]1. Reactants: BrC1=CC(=C(C=C1)S(=O)(=O)NCC1CC1)F (4-bromo-N-(cyclopropylmethyl)-2-fluorobenzenesulfonamide), C(C)(C)(C)P(C(C)(C)C)C(C)(C)C (Tri-t-butylphosphine), C(#N)C1=CC=C(N1C)B(O)O (5-cyano-1-methyl-1H-pyrrol-2-ylboronic acid), [F-].[K+] (potassium fluoride). Reagents/catalysts: C=1C=CC(=CC1)/C=C/C(=O)/C=C/C2=CC=CC=C2.C=1C=CC(=CC1)/C=C/C(=O)/C=C/C2=CC=CC=C2.C=1C=CC(=CC1)/C=C/C(=O)/C=C/C2=CC=CC=C2.[Pd].[Pd] (tris(dibenzylideneacetone)dipalladium(0)). Conditions: time 16 hour. Yields the product C(#N)C1=CC=C(N1C)C1=CC(=C(C=C1)S(=O)(=O)NCC1CC1)F (4-(5-cyano-1-methyl-1H-pyrrol-2-yl)-N-(cyclopropylmethyl)-2-fluorobenzenesulfonamide). The yield is 10.2%. RXN SMILES: Br[C:2]1[CH:7]=[CH:6][C:5]([S:8]([NH:11][CH2:12][CH:13]2[CH2:15][CH2:14]2)(=[O:10])=[O:9])=[C:4]([F:16])[CH:3]=1.[C:17]([C:19]1[N:23]([CH3:24])[C:22](B(O)O)=[CH:21][CH:20]=1)#[N:18].[F-].[K+].C(P(C(C)(C)C)C(C)(C)C)(C)(C)C>C1C=CC(/C=C/C(/C=C/C2C=CC=CC=2)=O)=CC=1.C1C=CC(/C=C/C(/C=C/C2C=CC=CC=2)=O)=CC=1.C1C=CC(/C=C/C(/C=C/C2C=CC=CC=2)=O)=CC=1.[Pd].[Pd]>[C:17]([C:19]1[N:23]([CH3:24])[C:22]([C:2]2[CH:7]=[CH:6][C:5]([S:8]([NH:11][CH2:12][CH:13]3[CH2:15][CH2:14]3)(=[O:10])=[O:9])=[C:4]([F:16])[CH:3]=2)=[CH:21][CH:20]=1)#[N:18] |f:2.3,5.6.7.8.9|. Procedure details: According to general procedure B, 4-bromo-N-(cyclopropylmethyl)-2-fluorobenzenesulfonamide (181 mg, 0.59 mmol), 5-cyano-1-methyl-1H-pyrrol-2-ylboronic acid (106 mg, 0.70 mmol), potassium fluoride (113 mg, 1.95 mmol), and tris(dibenzylideneacetone)dipalladium(0) (15 mg, 0.01 mmol) were placed in an oven dried flask under nitrogen and dry THF (1.4 mL) was added. Tri-t-butylphosphine (89 μL, 0.02 mmol, 10 wt % in hexane) was added and the reaction was stirred for 16 hours. 4-(5-cyano-1-methyl-1H-py...